This data is from the Open Reaction Database (ORD), a public repository of structured organic reaction records. The task is: describe an organic reaction: reactants, conditions, products, and yield The reactants are CCC(NC(=O)OC(C)(C)C)C(=O)O, CCCC(NC(=O)OC(C)(C)C)C(=O)N(C)OC. Yields the product CCC(NC(=O)OC(C)(C)C)C(=O)N(C)OC. As a reaction SMILES: [C:19]([O:20][C:21]([NH:22][CH:23]([CH2:24][CH3:25])[C:26]([OH:27])=[O:28])=[O:29])([CH3:30])([CH3:31])[CH3:32].[CH3:1][O:2][N:3]([C:4]([CH:5]([CH2:6][CH2:7][CH3:8])[NH:9][C:10]([O:11][C:12]([CH3:13])([CH3:14])[CH3:15])=[O:16])=[O:17])[CH3:18]>>[CH3:1][O:2][N:3]([C:4]([CH:5]([CH2:6][CH3:7])[NH:9][C:10]([O:11][C:12]([CH3:13])([CH3:14])[CH3:15])=[O:16])=[O:17])[CH3:18].